Dataset: the Open Reaction Database (ORD), a public repository of structured organic reaction records. Task: describe an organic reaction: reactants, conditions, products, and yield Starting materials: CN(C)c1ccncc1, COc1cc(Cl)ccc1C(=O)O, COc1cc(Cl)ccc1C(=O)Cl, Cl, Cl, Nc1cncnc1N, O=S(Cl)Cl, c1ccncc1. Product: COc1cc(Cl)ccc1C(=O)Nc1cncnc1N. RXN SMILES: [CH3:45][N:46]([CH3:47])[c:48]1[cH:49][cH:50][n:51][cH:52][cH:53]1.[Cl:13][c:14]1[cH:15][cH:16][c:17]([C:18]([OH:19])=[O:20])[c:21]([O:22][CH3:23])[cH:24]1.[Cl:1][c:2]1[cH:3][c:4]([O:11][CH3:12])[c:5]([C:6](=[O:7])[Cl:8])[cH:9][cH:10]1.[ClH:29].[ClH:30].[NH2:31][c:32]1[n:33][cH:34][n:35][cH:36][c:37]1[NH2:38].[S:25]([Cl:26])([Cl:27])=[O:28].[cH:39]1[cH:40][cH:41][n:42][cH:43][cH:44]1>>[Cl:1][c:2]1[cH:3][c:4]([O:11][CH3:12])[c:5]([C:6](=[O:7])[NH:38][c:37]2[c:32]([NH2:31])[n:33][cH:34][n:35][cH:36]2)[cH:9][cH:10]1.